From a dataset of the Open Reaction Database (ORD), a public repository of structured organic reaction records. describe an organic reaction: reactants, conditions, products, and yield Reactants: CC(C)(C)OC(=O)N(CC(=O)O)c1ccccc1, O=C([O-])O, CCCCCCCCCCN1CCNCC1, ClCCl, CN(C)c1ccncc1, [Na+]. The product is CCCCCCCCCCN1CCN(C(=O)CN(C(=O)OC(C)(C)C)c2ccccc2)CC1. RXN SMILES: [C:17]([CH3:18])([CH3:19])([CH3:20])[O:21][C:22](=[O:23])[N:24]([CH2:25][C:26](=[O:27])[OH:28])[c:29]1[cH:30][cH:31][cH:32][cH:33][cH:34]1.[C:35](=[O:36])([O-:37])[OH:38].[CH2:1]([CH2:2][CH2:3][CH2:4][CH2:5][CH2:6][CH2:7][CH2:8][CH2:9][CH3:10])[N:11]1[CH2:12][CH2:13][NH:14][CH2:15][CH2:16]1.[CH2:49]([Cl:50])[Cl:51].[CH3:40][N:41]([CH3:42])[c:43]1[cH:44][cH:45][n:46][cH:47][cH:48]1.[Na+:39]>>[CH2:1]([CH2:2][CH2:3][CH2:4][CH2:5][CH2:6][CH2:7][CH2:8][CH2:9][CH3:10])[N:11]1[CH2:12][CH2:13][N:14]([C:26]([CH2:25][N:24]([C:22]([O:21][C:17]([CH3:18])([CH3:19])[CH3:20])=[O:23])[c:29]2[cH:30][cH:31][cH:32][cH:33][cH:34]2)=[O:27])[CH2:15][CH2:16]1. Starting materials: ClC1=CC=C(C=C)C=C1 (p-chlorostyrene), CO (methanol), C(C)O (ethanol), C=CC1=CC=CC=C1 (styrene). The reagents and catalysts are [Pd](Cl)Cl (palladium chloride). Yields the product ClC1=CC=C(C=CC(=O)OCC)C=C1 (Ethyl 4-chlorocinnamate). The yield is 60.2%. Reaction SMILES: [Cl:1][C:2]1[CH:9]=[CH:8][C:5]([CH:6]=[CH2:7])=[CH:4][CH:3]=1.[CH2:10]([OH:12])[CH3:11].C=CC1C=CC=CC=1.[CH3:21][OH:22]>[Pd](Cl)Cl>[Cl:1][C:2]1[CH:9]=[CH:8][C:5]([CH:6]=[CH:7][C:21]([O:12][CH2:10][CH3:11])=[O:22])=[CH:4][CH:3]=1. Procedure: The procedures of Example 27 were exactly followed except that p-chlorostyrene and ethanol were used respectively instead of styrene and methanol and the amount of palladium chloride was changed to 0.1 millimole. Ethyl 4-chlorocinnamate was obtained with a yield of 60.2%.